From a dataset of the Open Reaction Database (ORD), a public repository of structured organic reaction records. describe an organic reaction: reactants, conditions, products, and yield Starting materials: C(C)(C)(C)OC(N(CC1=CC=C(C=C1)Cl)C1=NC=C(C=C1)C(O)C1=CNC2=NC=C(C=C21)Br)=O ({5-[(5-Bromo-1H-pyrrolo[2,3-b]pyridin-3-yl)-hydroxy-methyl]-pyridin-2-yl}-(4-chloro-benzyl)-carbamic acid tert-butyl ester), FC(C(=O)O)(F)F (trifluoroacetic acid), C(C)[SiH](CC)CC (triethylsilane), O (water). Run in C(C)#N (acetonitrile). Yields the product BrC=1C=C2C(=NC1)NC=C2CC=2C=CC(=NC2)NCC2=CC=C(C=C2)Cl ([5-(5-Bromo-1H-pyrrolo[2,3-b]pyridin-3-ylmethyl)-pyridin-2-yl]-(4-chloro-benzyl)-amine). Reaction SMILES: C(OC(=O)[N:7]([C:16]1[CH:21]=[CH:20][C:19]([CH:22]([C:24]2[C:32]3[C:27](=[N:28][CH:29]=[C:30]([Br:33])[CH:31]=3)[NH:26][CH:25]=2)O)=[CH:18][N:17]=1)[CH2:8][C:9]1[CH:14]=[CH:13][C:12]([Cl:15])=[CH:11][CH:10]=1)(C)(C)C.FC(F)(F)C(O)=O.C([SiH](CC)CC)C.O>C(#N)C>[Br:33][C:30]1[CH:31]=[C:32]2[C:24]([CH2:22][C:19]3[CH:20]=[CH:21][C:16]([NH:7][CH2:8][C:9]4[CH:14]=[CH:13][C:12]([Cl:15])=[CH:11][CH:10]=4)=[N:17][CH:18]=3)=[CH:25][NH:26][C:27]2=[N:28][CH:29]=1. Reported procedure: To {5-[(5-Bromo-1H-pyrrolo[2,3-b]pyridin-3-yl)-hydroxy-methyl]-pyridin-2-yl}-(4-chloro-benzyl)-carbamic acid tert-butyl ester (45, 180.0 mg, 0.33 mmol) in acetonitrile (30.0 mL) were added trifluoroacetic acid (2.0 mL, 0.026 mol) and triethylsilane (4.0 mL, 0.025 mol). The reaction was heated to reflux for 4 hours. The reaction mixture was poured into water and extracted with ethyl acetate. The organic layer was washed with brine, dried over sodium sulfate, concentrated and purified by silica ge...